This data is from the Open Reaction Database (ORD), a public repository of structured organic reaction records. The task is: describe an organic reaction: reactants, conditions, products, and yield The reactants are O=C(O)c1ccc(F)c(Br)n1, OB(O)c1ccc(F)c(F)c1. The product is O=C(O)c1ccc(F)c(-c2ccc(F)c(F)c2)n1. RXN SMILES: [Br:1][c:2]1[c:3]([F:11])[cH:4][cH:5][c:6]([C:8](=[O:9])[OH:10])[n:7]1.[F:12][c:13]1[cH:14][c:15]([B:20]([OH:21])[OH:22])[cH:16][cH:17][c:18]1[F:19]>>[c:2]1(-[c:15]2[cH:14][c:13]([F:12])[c:18]([F:19])[cH:17][cH:16]2)[c:3]([F:11])[cH:4][cH:5][c:6]([C:8](=[O:9])[OH:10])[n:7]1. Product: ClC=1C=C2C(=CNC2=CC1)C=O (5-Chloroindole-3-carboxaldehyde). Solvent: O (water). As a reaction SMILES: P(Cl)(Cl)(Cl)=O.[Cl:6][C:7]1[CH:8]=[C:9]2[C:13](=[CH:14][CH:15]=1)[NH:12][CH:11]=[CH:10]2.[OH-].[Na+].CN(C)[CH:20]=[O:21]>O>[Cl:6][C:7]1[CH:8]=[C:9]2[C:13](=[CH:14][CH:15]=1)[NH:12][CH:11]=[C:10]2[CH:20]=[O:21] |f:2.3|. Reactants: [OH-].[Na+] (sodium hydroxide), P(=O)(Cl)(Cl)Cl (phosphorus oxychloride), ClC=1C=C2C=CNC2=CC1 (5-chloroindole), CN(C=O)C (dimethylformamide), ice, CN(C=O)C (dimethylformamide). Run at temperature 40 celsius, time 10 minute. Procedure details: To stirred dimethylformamide (20 mL) at 0° C. was added dropwise phosphorus oxychloride (4.6 mL, 49 mmol). The mixture was stirred for 10 min and a solution of 5-chloroindole (5.0 g, 33 mmol) in dimethylformamide (5 mL) was added dropwise. The mixture was heated to 40° C. for 45 min, cooled to room temperature and then treated with a solution of sodium hydroxide (5.9 g, 148 mmol) in water (20 mL). The mixture was heated to 50° C. for 10 min, cooled to room temperature, poured onto crushed ice (1... Isolated yield 59.0%. Starting materials: CCNCC, COc1cc2c(Oc3ccc(C)cc3C(=O)c3ccccc3)ccnc2cc1OCC1CO1, CN(C)C=O, O. Yields the product CCN(CC)CC(O)COc1cc2nccc(Oc3ccc(C)cc3C(=O)c3ccccc3)c2cc1OC. Reaction SMILES: [CH2:34]([CH3:35])[NH:36][CH2:37][CH3:38].[CH3:1][O:2][c:3]1[cH:4][c:5]2[c:6]([O:18][c:19]3[c:20]([C:26](=[O:27])[c:28]4[cH:29][cH:30][cH:31][cH:32][cH:33]4)[cH:21][c:22]([CH3:25])[cH:23][cH:24]3)[cH:7][cH:8][n:9][c:10]2[cH:11][c:12]1[O:13][CH2:14][CH:15]1[O:16][CH2:17]1.[CH3:40][N:41]([CH3:42])[CH:43]=[O:44].[OH2:39]>>[CH3:1][O:2][c:3]1[cH:4][c:5]2[c:6]([O:18][c:19]3[c:20]([C:26](=[O:27])[c:28]4[cH:29][cH:30][cH:31][cH:32][cH:33]4)[cH:21][c:22]([CH3:25])[cH:23][cH:24]3)[cH:7][cH:8][n:9][c:10]2[cH:11][c:12]1[O:13][CH2:14][CH:15]([OH:16])[CH2:17][N:36]([CH2:34][CH3:35])[CH2:37][CH3:38].